This data is from the Open Reaction Database (ORD), a public repository of structured organic reaction records. The task is: describe an organic reaction: reactants, conditions, products, and yield Starting materials: C(C1=CC=CC=C1)OC1=C(N(C=CC1=O)CCCOCC)C (3-benzyloxy-1-(3-ethoxypropyl)-2-methyl-4(1H)-pyridinone), Cl (hydrochloric acid). Run in C(C)(C)O (isopropanol). Product: Cl.C(C)OCCCN1C(=C(C(C=C1)=O)O)C (1-(3-ethoxypropyl)-3-hydroxy-2-methyl-4(1H)-pyridinone hydrochloride). Reaction SMILES: C([O:8][C:9]1[C:14](=[O:15])[CH:13]=[CH:12][N:11]([CH2:16][CH2:17][CH2:18][O:19][CH2:20][CH3:21])[C:10]=1[CH3:22])C1C=CC=CC=1.[ClH:23]>C(O)(C)C>[ClH:23].[CH2:20]([O:19][CH2:18][CH2:17][CH2:16][N:11]1[CH:12]=[CH:13][C:14](=[O:15])[C:9]([OH:8])=[C:10]1[CH3:22])[CH3:21] |f:3.4|. Procedure details: The amorphous 3-benzyloxy-1-(3-ethoxypropyl)-2-methyl-4(1H)-pyridinone so obtained is taken up in 100 ml of concentrated aqueous hydrochloric acid and refluxed for 3 minutes. The solution so obtained is diluted with isopropanol and evaporated to dryness. The residue is crystallised from isopropanol and washed with ethyl acetate, affording 1-(3-ethoxypropyl)-3-hydroxy-2-methyl-4(1H)-pyridinone hydrochloride which melts at 130°-131° C. Procedure details: Following the procedure described in Example 1, ethyl (6,7-dimethoxy-3,4-dihydro-1(2H)-isoquinolinylidene)-ethanoate (Example III.1), 3-nitro-benzaldehyde, and nitroethane were reacted to give ethyl 8,9-dimethoxy-3-methyl-2-(3-nitrophenyl)-5,6-dihydro-pyrrolo[2,1-a]-isoquinoline-1-carboxylate. The reactants are COC=1C=C2CCNC(C2=CC1OC)=CC(=O)OCC (ethyl (6,7-dimethoxy-3,4-dihydro-1(2H)-isoquinolinylidene)-ethanoate), [N+](=O)([O-])C=1C=C(C=O)C=CC1 (3-nitro-benzaldehyde), [N+](=O)([O-])CC (nitroethane). The product is COC=1C=C2CCN3C(C2=CC1OC)=C(C(=C3C)C3=CC(=CC=C3)[N+](=O)[O-])C(=O)OCC (ethyl 8,9-dimethoxy-3-methyl-2-(3-nitrophenyl)-5,6-dihydro-pyrrolo[2,1-a]-isoquinoline-1-carboxylate). As a reaction SMILES: [CH3:1][O:2][C:3]1[CH:4]=[C:5]2[C:10](=[CH:11][C:12]=1[O:13][CH3:14])[C:9](=[CH:15][C:16]([O:18][CH2:19][CH3:20])=[O:17])[NH:8][CH2:7][CH2:6]2.[N+:21]([C:24]1[CH:25]=[C:26]([CH:29]=[CH:30][CH:31]=1)[CH:27]=O)([O-:23])=[O:22].[N+]([CH2:35][CH3:36])([O-])=O>>[CH3:1][O:2][C:3]1[CH:4]=[C:5]2[C:10](=[CH:11][C:12]=1[O:13][CH3:14])[C:9]1=[C:15]([C:16]([O:18][CH2:19][CH3:20])=[O:17])[C:27]([C:26]3[CH:29]=[CH:30][CH:31]=[C:24]([N+:21]([O-:23])=[O:22])[CH:25]=3)=[C:35]([CH3:36])[N:8]1[CH2:7][CH2:6]2.